This data is from the Open Reaction Database (ORD), a public repository of structured organic reaction records. The task is: describe an organic reaction: reactants, conditions, products, and yield Starting materials: O1C(=NC2=C1C=CC=C2)/C=C/N(C)C ((E)-2-(benzo[d]oxazol-2-yl)-N,N-dimethylethenamine), O (water), NaIO4, O (H2O), CCOC(=O)C (EtOAc). Run in C1CCOC1 (THF). Run at temperature 0 celsius, time 10 minute. Product: O1C(=NC2=C1C=CC=C2)C=O (Benzo[d]oxazole-2-carbaldehyde). RXN SMILES: [O:1]1[C:5]2[CH:6]=[CH:7][CH:8]=[CH:9][C:4]=2[N:3]=[C:2]1/[CH:10]=C/N(C)C.O.CC[O:18]C(C)=O>C1COCC1>[O:1]1[C:5]2[CH:6]=[CH:7][CH:8]=[CH:9][C:4]=2[N:3]=[C:2]1[CH:10]=[O:18]. Procedure: To (E)-2-(benzo[d]oxazol-2-yl)-N,N-dimethylethenamine (1 g, 5.32 mmol) in THF (15 mL) at 0° C. was added water (15 mL) and NaIO4 (3.4 g, 16 mmol). The resulting mixture was stirred at 0° C. for 10 min, then at room temperature for 2 h. To the solution was added H2O and EtOAc and then the mixture was filtered. The clear solution was extracted with EtOAc and the organic phase was washed with aqueous NaHCO3 solution. The organic phase was concentrated and the residue was purified by column chromato... The reactants are CCOC(C)=O, CC#N, CC(C)N1C(=O)NCc2cnc(S(C)=O)nc21, ClCCl, CN1CCN(c2ccc(N)cc2)CC1, O=C(O)C(F)(F)F. The product is CC(C)N1C(=O)NCc2cnc(Nc3ccc(N4CCN(C)CC4)cc3)nc21. RXN SMILES: [C:45]([O:46][CH2:47][CH3:48])(=[O:49])[CH3:50].[CH3:39][C:40]#[N:41].[CH:1]([CH3:2])([CH3:3])[N:4]1[C:5](=[O:17])[NH:6][CH2:7][c:8]2[c:9]1[n:10][c:11]([S:14]([CH3:15])=[O:16])[n:12][cH:13]2.[Cl:42][CH2:43][Cl:44].[NH2:18][c:19]1[cH:20][cH:21][c:22]([N:25]2[CH2:26][CH2:27][N:28]([CH3:31])[CH2:29][CH2:30]2)[cH:23][cH:24]1.[OH:32][C:33]([C:34]([F:35])([F:36])[F:37])=[O:38]>>[CH:1]([CH3:2])([CH3:3])[N:4]1[C:5](=[O:17])[NH:6][CH2:7][c:8]2[c:9]1[n:10][c:11]([NH:18][c:19]1[cH:20][cH:21][c:22]([N:25]3[CH2:26][CH2:27][N:28]([CH3:31])[CH2:29][CH2:30]3)[cH:23][cH:24]1)[n:12][cH:13]2. Starting materials: O=C(NCC1CC2CC2N1)c1cccc2occc12, Cc1nc(C(=O)O)c(-c2ccc(F)cc2)s1. Product: Cc1nc(C(=O)N2C(CNC(=O)c3cccc4occc34)CC3CC32)c(-c2ccc(F)cc2)s1. As a reaction SMILES: [CH:1]12[NH:2][CH:3]([CH2:7][NH:8][C:9](=[O:10])[c:11]3[cH:12][cH:13][cH:14][c:15]4[c:16]3[cH:17][cH:18][o:19]4)[CH2:4][CH:5]1[CH2:6]2.[F:20][c:21]1[cH:22][cH:23][c:24](-[c:27]2[c:28]([C:33](=[O:34])[OH:35])[n:29][c:30]([CH3:32])[s:31]2)[cH:25][cH:26]1>>[CH:1]12[N:2]([C:33]([c:28]3[c:27](-[c:24]4[cH:23][cH:22][c:21]([F:20])[cH:26][cH:25]4)[s:31][c:30]([CH3:32])[n:29]3)=[O:34])[CH:3]([CH2:7][NH:8][C:9](=[O:10])[c:11]3[cH:12][cH:13][cH:14][c:15]4[c:16]3[cH:17][cH:18][o:19]4)[CH2:4][CH:5]1[CH2:6]2. The reactants are CC1=NN(C(=C1C1=CC=CC=C1)C)C1=CC=C(C=C1)CCNC(OC1=CC=CC=C1)=O (Phenyl 2-[4-(3,5-dimethyl-4-phenyl-1H-pyrazol-1-yl)phenyl]ethylcarbamate), N1=CC=C(C=C1)S(=O)(=O)N (4-pyridinesulfonamide). Product: CC1=NN(C(=C1C1=CC=CC=C1)C)C1=CC=C(C=C1)CCNC(=O)NS(=O)(=O)C1=CC=NC=C1 (N-[({2-[4-(3,5-Dimethyl-4-phenyl-1H-pyrazol-1-yl)phenyl]ethyl}amino)carbonyl]-4-pyridinesulfonamide). Reaction SMILES: [CH3:1][C:2]1[C:6]([C:7]2[CH:12]=[CH:11][CH:10]=[CH:9][CH:8]=2)=[C:5]([CH3:13])[N:4]([C:14]2[CH:19]=[CH:18][C:17]([CH2:20][CH2:21][NH:22][C:23](=[O:31])OC3C=CC=CC=3)=[CH:16][CH:15]=2)[N:3]=1.[N:32]1[CH:37]=[CH:36][C:35]([S:38]([NH2:41])(=[O:40])=[O:39])=[CH:34][CH:33]=1>>[CH3:1][C:2]1[C:6]([C:7]2[CH:12]=[CH:11][CH:10]=[CH:9][CH:8]=2)=[C:5]([CH3:13])[N:4]([C:14]2[CH:19]=[CH:18][C:17]([CH2:20][CH2:21][NH:22][C:23]([NH:41][S:38]([C:35]3[CH:36]=[CH:37][N:32]=[CH:33][CH:34]=3)(=[O:40])=[O:39])=[O:31])=[CH:16][CH:15]=2)[N:3]=1. Procedure: The title compound was prepared according to the procedure described in step 2 of Example 22 from phenyl 2-[4-(3,5-dimethyl-4-phenyl-1H-pyrazol-1-yl)phenyl]ethylcarbamate (step 1 of Example 22) and 4-pyridinesulfonamide (J. Chem. Soc., 1958, 3514: 1H-NMR (CDCl3) δ 8.81 (2H, d, J=5.4 Hz), 7.77 (2H, d, J=5.9 Hz), 7.46-7.18 (9H, m), 6.11 (1H, br.s), 3.44-3.41 (2H, m), 2.84-2.79 (2H, m), 2.31 (3H, s), 2.21 (3H, s).